From a dataset of the Open Reaction Database (ORD), a public repository of structured organic reaction records. describe an organic reaction: reactants, conditions, products, and yield Reactants: COC=1C=C(C=CC1)S(=O)(=O)C1=CC=C(C=C1)NC(C(C(F)(F)F)(C)O)=O (N-[4-(3-methoxyphenylsulfonyl)phenyl]-3,3,3-trifluoro-2-hydroxy-2-methylpropanamide), B(Br)(Br)Br (boron tribromide), solution, B(Br)(Br)Br (boron tribromide). Solvent: C(Cl)Cl (methylene chloride), C(Cl)Cl (methylene chloride), C(Cl)Cl (methylene chloride). Run at time 2 hour. Yields the product OC=1C=C(C=CC1)S(=O)(=O)C1=CC=C(C=C1)NC(C(C(F)(F)F)(C)O)=O (N-[4-(3-Hydroxyphenylsulfonyl)phenyl]-3,3,3-trifluoro-2-hydroxy-2-methylpropanamide). Yield: 81.2%. As a reaction SMILES: C[O:2][C:3]1[CH:4]=[C:5]([S:9]([C:12]2[CH:17]=[CH:16][C:15]([NH:18][C:19](=[O:27])[C:20]([OH:26])([CH3:25])[C:21]([F:24])([F:23])[F:22])=[CH:14][CH:13]=2)(=[O:11])=[O:10])[CH:6]=[CH:7][CH:8]=1.B(Br)(Br)Br>C(Cl)Cl>[OH:2][C:3]1[CH:4]=[C:5]([S:9]([C:12]2[CH:13]=[CH:14][C:15]([NH:18][C:19](=[O:27])[C:20]([OH:26])([CH3:25])[C:21]([F:24])([F:22])[F:23])=[CH:16][CH:17]=2)(=[O:10])=[O:11])[CH:6]=[CH:7][CH:8]=1. Procedure: To a stirred suspension of N-[4-(3-methoxyphenylsulfonyl)phenyl]-3,3,3-trifluoro-2-hydroxy-2-methylpropanamide (1.25 g, 3.1 mmol) in dry methylene chloride (30 mL) was added boron tribromide (9.3 mL of a 1.0M solution of boron tribromide in methylene chloride, 9.3 mmol). The resulting solution was stirred at room temperature for 2 hours, diluted with methylene chloride (50 mL) and washed with water. The organic layer was dried (MgSO4) and concentrated in vacuo. The resulting tan solid was tritur... Reactants: CCOC(=O)c1cc2n(c1)C(C)Nc1ccccc1-2, CC(C)=O, CCOC(=O)Cl, [Na+], [OH-], O. The product is CCOC(=O)c1cc2n(c1)C(C)N(C(=O)OCC)c1ccccc1-2. As a reaction SMILES: [C:1](=[O:2])([O:3][CH2:4][CH3:5])[c:6]1[cH:7][c:8]2[n:9]([cH:19]1)[CH:10]([CH3:18])[NH:11][c:12]1[cH:13][cH:14][cH:15][cH:16][c:17]1-2.[CH3:28][C:29](=[O:30])[CH3:31].[Cl:20][C:21](=[O:22])[O:23][CH2:24][CH3:25].[Na+:27].[OH-:26].[OH2:32]>>[C:1](=[O:2])([O:3][CH2:4][CH3:5])[c:6]1[cH:7][c:8]2[n:9]([cH:19]1)[CH:10]([CH3:18])[N:11]([C:21](=[O:22])[O:23][CH2:24][CH3:25])[c:12]1[cH:13][cH:14][cH:15][cH:16][c:17]1-2. The reactants are COC(=O)CC(=O)OC, CO, [K+], [OH-]. Yields the product COC(=O)CC(=O)[O-], [K+]. Reaction SMILES: [C:3]([CH2:4][C:5](=[O:6])[O:7][CH3:8])(=[O:9])[O:10][CH3:11].[CH3:12][OH:13].[K+:2].[OH-:1]>>[C:3]([CH2:4][C:5](=[O:6])[O:7][CH3:8])(=[O:9])[O-:10].[K+:2]. Reactants: C1COCCN1, COC(C)[Si](C)(C)C, CC(C)Oc1ccc(F)c(F)c1C1N(CCCCl)C(=O)CC(c2cccc(Cl)c2)C12C(=O)Nc1cc(Cl)ccc12, O=C(O)C(F)(F)F. Product: CC(C)Oc1ccc(F)c(F)c1C1N(CCCN2CCOCC2)C(=O)CC(c2cccc(Cl)c2)C12C(=O)Nc1cc(Cl)ccc12. RXN SMILES: [CH2:49]1[CH2:50][O:51][CH2:52][CH2:53][NH:54]1.[CH3:1][O:2][CH:3]([Si:4]([CH3:5])([CH3:6])[CH3:7])[CH3:8].[Cl:9][c:10]1[cH:11][cH:12][c:13]2[c:17]([cH:18]1)[NH:16][C:15](=[O:19])[C:14]21[CH:20]([c:37]2[c:38]([F:48])[c:39]([F:47])[cH:40][cH:41][c:42]2[O:43][CH:44]([CH3:45])[CH3:46])[N:21]([CH2:33][CH2:34][CH2:35][Cl:36])[C:22](=[O:32])[CH2:23][CH:24]1[c:25]1[cH:26][c:27]([Cl:31])[cH:28][cH:29][cH:30]1.[OH:55][C:56]([C:57]([F:58])([F:59])[F:60])=[O:61]>>[Cl:9][c:10]1[cH:11][cH:12][c:13]2[c:17]([cH:18]1)[NH:16][C:15](=[O:19])[C:14]21[CH:20]([c:37]2[c:38]([F:48])[c:39]([F:47])[cH:40][cH:41][c:42]2[O:43][CH:44]([CH3:45])[CH3:46])[N:21]([CH2:33][CH2:34][CH2:35][N:54]2[CH2:49][CH2:50][O:51][CH2:52][CH2:53]2)[C:22](=[O:32])[CH2:23][CH:24]1[c:25]1[cH:26][c:27]([Cl:31])[cH:28][cH:29][cH:30]1. Starting materials: C1=CC(=CC=2SC3=C(CCC21)C=CC=C3)C(=O)O (10,11-dihydrodibenzo[b,f]-thiepin-3-carboxylic acid), B#B (diborane). Solvent: O (water), O1CCCC1 (tetrahydrofuran), O1CCCC1 (tetrahydrofuran). Yields the product OCC=1C=CC2=C(SC3=C(CC2)C=CC=C3)C1 (3-Hydroxymethyl-10,11-dihydrodibenzo[b,f]thiepin). RXN SMILES: [CH:1]1[C:11]2[CH2:10][CH2:9][C:8]3[CH:12]=[CH:13][CH:14]=[CH:15][C:7]=3[S:6][C:5]=2[CH:4]=[C:3]([C:16](O)=[O:17])[CH:2]=1.B#B>O1CCCC1.O>[OH:17][CH2:16][C:3]1[CH:2]=[CH:1][C:11]2[CH2:10][CH2:9][C:8]3[CH:12]=[CH:13][CH:14]=[CH:15][C:7]=3[S:6][C:5]=2[CH:4]=1. Procedure details: Dissolve 7.5 gm. of 10,11-dihydrodibenzo[b,f]-thiepin-3-carboxylic acid in 140 ml. of tetrahydrofuran. With stirring, add 90 ml. of 1 N diborane in tetrahydrofuran. Stir at room temperature for 2 hours and dilute the reaction mixture with water. Extract into ether, and evaporate the ether extract to dryness. Stir the residue with hexane and filter to obtain the title product (m.p., 82°-84° C.). Starting materials: CC(=O)[O-], Cc1cc(=O)oc2cc(O)ccc12, CC(=O)O, [Cu+2], O=N[O-], [Na+], [Na+], O, O=S(=O)([O-])[O-]. Product: Cc1cc(=O)oc2c(N=O)c(O)ccc12, [Cu+2]. As a reaction SMILES: [CH3:15][C:16](=[O:17])[O-:18].[CH3:1][c:2]1[cH:3][c:4](=[O:13])[o:5][c:6]2[cH:7][c:8]([OH:12])[cH:9][cH:10][c:11]12.[CH3:30][C:31](=[O:32])[OH:33].[Cu+2:24].[N:25](=[O:26])[O-:27].[Na+:14].[Na+:28].[OH2:29].[S:19]([O-:20])([O-:21])(=[O:22])=[O:23]>>[CH3:1][c:2]1[cH:3][c:4](=[O:13])[o:5][c:6]2[c:7]([N:25]=[O:26])[c:8]([OH:12])[cH:9][cH:10][c:11]12.[Cu+2:24]. Starting materials: BrC=1SC(=CC1CC(=O)OC)C(=O)C1=CC=C2C=C(N(C2=C1)CCCCN1C(C2=CC=CC=C2C1=O)=O)C1=CC=CC=C1 (Methyl 2-(2-bromo-5-(1-(4-(1,3-dioxoisoindolin-2-yl)butyl)-2-phenyl-1H-indole-6-carbonyl)-thiophene-3-yl)acetate), [O-]S(=O)(=O)C(F)(F)F.F[N+]1=CC=CC=C1 (1-fluoropyridinium triflate). Run in CCOCC (Et2O), C(Cl)Cl (CH2Cl2). Yields the product BrC=1SC(=CC1CC(=O)OC)C(=O)C1=CC=C2C(=C(N(C2=C1)CCCCN1C(C2=CC=CC=C2C1=O)=O)C1=CC=CC=C1)F (Methyl 2-(2-bromo-5-(1-(4-(1,3-dioxoisoindolin-2-yl)butyl)-3-fluoro-2-phenyl-1H-indole-6-carbonyl)thiophen-3-yl)acetate). Yield: 26.7%. RXN SMILES: [Br:1][C:2]1[S:3][C:4]([C:12]([C:14]2[CH:22]=[C:21]3[C:17]([CH:18]=[C:19]([C:38]4[CH:43]=[CH:42][CH:41]=[CH:40][CH:39]=4)[N:20]3[CH2:23][CH2:24][CH2:25][CH2:26][N:27]3[C:35](=[O:36])[C:34]4[C:29](=[CH:30][CH:31]=[CH:32][CH:33]=4)[C:28]3=[O:37])=[CH:16][CH:15]=2)=[O:13])=[CH:5][C:6]=1[CH2:7][C:8]([O:10][CH3:11])=[O:9].[O-]S(C(F)(F)[F:49])(=O)=O.F[N+]1C=CC=CC=1>C(Cl)Cl.CCOCC>[Br:1][C:2]1[S:3][C:4]([C:12]([C:14]2[CH:22]=[C:21]3[C:17]([C:18]([F:49])=[C:19]([C:38]4[CH:39]=[CH:40][CH:41]=[CH:42][CH:43]=4)[N:20]3[CH2:23][CH2:24][CH2:25][CH2:26][N:27]3[C:35](=[O:36])[C:34]4[C:29](=[CH:30][CH:31]=[CH:32][CH:33]=4)[C:28]3=[O:37])=[CH:16][CH:15]=2)=[O:13])=[CH:5][C:6]=1[CH2:7][C:8]([O:10][CH3:11])=[O:9] |f:1.2|. Procedure: To a solution of 5 (170 mg, 0.25 mmol) in 3 mL CH2Cl2 was added 1-fluoropyridinium triflate (75 mg, 0.30 mmol), and then the mixture was stirred at room temperature until no 5 was detected by NMR. The resulting mixture was diluted with 40 mL Et2O, washed with brine (2×10 mL), dried over MgSO4, filtered, and then concentrated in vacuo. MPLC purification (Hex:EtOAc/9:1) gave 6 (45 mg, 26%) as a yellow amorphous solid. 1H NMR (400 MHz, CDCl3) δ 7.94 (s, 1H), 7.78-7.63 (m, 6H), 7.56 (s, 1H), 7.50-7.... Reactants: BrCC(C(=O)OCC)=O (ethyl bromopyruvate), ClC1=CC=C(C(=S)N)C=C1 (4-chlorothiobenzamide). The solvent is CCO (EtOH). Product: ClC1=CC=C(C=C1)C=1SC=C(N1)C(=O)OCC (ethyl 2-(4-chlorophenyl)thiazole-4-carboxylate). As a reaction SMILES: Br[CH2:2][C:3](=O)[C:4]([O:6][CH2:7][CH3:8])=[O:5].[Cl:10][C:11]1[CH:19]=[CH:18][C:14]([C:15]([NH2:17])=[S:16])=[CH:13][CH:12]=1>CCO>[Cl:10][C:11]1[CH:19]=[CH:18][C:14]([C:15]2[S:16][CH:2]=[C:3]([C:4]([O:6][CH2:7][CH3:8])=[O:5])[N:17]=2)=[CH:13][CH:12]=1. Reported procedure: A solution of ethyl bromopyruvate (354 mg, 1.8 mmol) and 4-chlorothiobenzamide (283 g, 1.65 mmol) in EtOH (40 mL) was refluxed for 3 h. The mixture was evaporated to dryness and the resulting oil was purified by flash chromatography to give ethyl 2-(4-chlorophenyl)thiazole-4-carboxylate as a colourless oil: 1H NMR (80 MHz, CDCl3) δ (TMS) 8.15 (s, 1H, thiazole), 7.95 (dt, Jt =2, Jd =8.5, 2H, arom), 7.42 (dt, Jt =2, Jd =8.5, 2H, arom), 4.45 (q, J=7, 2H, OCH2), 1.43 (t, J=7, 3H, OCH2CH3). Analysis ... Starting materials: O=C(O)C1C2CCC(O2)C1C(=O)OCc1ccccc1, ClCCCl, CO, CCN(C(C)C)C(C)C, CC(C)OC(C)C, ClCCl, ClCCl, OCCN1CCNCC1, On1nnc2ccccc21. Product: O=C(OCc1ccccc1)C1C2CCC(O2)C1C(=O)N1CCN(CCO)CC1. Reaction SMILES: [CH2:1]([c:2]1[cH:3][cH:4][cH:5][cH:6][cH:7]1)[O:8][C:9](=[O:10])[CH:11]1[CH:12]2[CH2:13][CH2:14][CH:15]([CH:16]1[C:17](=[O:18])[OH:19])[O:20]2.[CH2:30]([Cl:31])[CH2:32][Cl:33].[CH3:63][OH:64].[CH:44]([N:45]([CH2:46][CH3:47])[CH:48]([CH3:49])[CH3:50])([CH3:51])[CH3:52].[CH:53]([O:54][CH:55]([CH3:56])[CH3:57])([CH3:58])[CH3:59].[Cl:60][CH2:61][Cl:62].[Cl:65][CH2:66][Cl:67].[N:21]1([CH2:27][CH2:28][OH:29])[CH2:22][CH2:23][NH:24][CH2:25][CH2:26]1.[OH:34][n:35]1[c:36]2[c:37]([cH:38][cH:39][cH:40][cH:41]2)[n:42][n:43]1>>[CH2:1]([c:2]1[cH:3][cH:4][cH:5][cH:6][cH:7]1)[O:8][C:9](=[O:10])[CH:11]1[CH:12]2[CH2:13][CH2:14][CH:15]([CH:16]1[C:17](=[O:19])[N:24]1[CH2:23][CH2:22][N:21]([CH2:27][CH2:28][OH:29])[CH2:26][CH2:25]1)[O:20]2.